This data is from the Open Reaction Database (ORD), a public repository of structured organic reaction records. The task is: describe an organic reaction: reactants, conditions, products, and yield The reactants are CC(C)O (2-propanol), [Ni].CO (methanol nickel), C(C)(C)(C)C1C=C(CO)C=CC1(O)C(C)(C)C (3,4-di-t-butyl-4-hydroxybenzyl alcohol). Solvent: C1=CC=CC=C1 (benzene), C1=CC=CC=C1 (benzene). Product: [Ni].CO (methanol nickel), CCCCCCCC (n-octane). As a reaction SMILES: [Ni:1].CO.[C:4]([CH:8]1[C:15](C(C)(C)C)(O)[CH:14]=[CH:13][C:10]([CH2:11][OH:12])=[CH:9]1)(C)(C)[CH3:5].CC(O)C>C1C=CC=CC=1>[Ni:1].[CH3:11][OH:12].[CH3:5][CH2:4][CH2:8][CH2:9][CH2:10][CH2:13][CH2:14][CH3:15] |f:0.1,5.6|. Procedure: [2,2'-thiobis-(4-t-octylphenolato)]-2-propanol nickel II (83.9 g) prepared as described in Example 4 was dissolved in benzene (250 ml) and 3,4-di-t-butyl-4-hydroxybenzyl alcohol (35.5 g) was added. The temperature of the mixture was raised to reflux and the resulting solution was refluxed for 2.25 hr. Displaced 2-propanol and benzene (150 ml) were then distilled from the reaction mixture. Remaining solvent was removed by rotary evaporation. From the residue the complex [2,2'-thiobis-(4-t-octylph...